Dataset: the Open Reaction Database (ORD), a public repository of structured organic reaction records. Task: describe an organic reaction: reactants, conditions, products, and yield Starting materials: FC1=C(C(=O)N=C=O)C(=CC=C1)F (2,6-difluorobenzoylisocyanate), ClC=1C=C(C=C(C1OC(C(F)F)(F)F)Cl)N=C=O (3,5-dichloro-4-(1,1,2,2-tetrafluoroethoxy)phenylisocyanate). Reaction conditions: temperature 120 celsius. Product: ClC=1C=C(C=C(C1OC(C(F)F)(F)F)Cl)N1C(OC(=NC1=O)C1=C(C=CC=C1F)F)=O (3-[3,5-Dichloro-4-(1,1,2,2-tetrafluoroethoxy)phenyl]-6-(2,6-difluorophenyl)-3,4-dihydro-2H-1,3,5-oxadiazine-2,4-dione), compound 1.2.1. Reaction SMILES: [F:1][C:2]1[CH:12]=[CH:11][CH:10]=[C:9]([F:13])[C:3]=1[C:4]([N:6]=[C:7]=[O:8])=[O:5].[Cl:14][C:15]1[CH:16]=[C:17]([N:29]=[C:30]=[O:31])[CH:18]=[C:19]([Cl:28])[C:20]=1[O:21][C:22]([F:27])([F:26])[CH:23]([F:25])[F:24]>>[Cl:14][C:15]1[CH:16]=[C:17]([N:29]2[C:7](=[O:8])[N:6]=[C:4]([C:3]3[C:2]([F:1])=[CH:12][CH:11]=[CH:10][C:9]=3[F:13])[O:5][C:30]2=[O:31])[CH:18]=[C:19]([Cl:28])[C:20]=1[O:21][C:22]([F:26])([F:27])[CH:23]([F:24])[F:25]. Procedure details: With the exclusion of moisture, 5.4 g of 2,6-difluorobenzoylisocyanate are added with stirring to 9.1 g of 3,5-dichloro-4-(1,1,2,2-tetrafluoroethoxy)phenylisocyanate. The temperature is maintained at 120° C. for 14 hours, with stirring being continued until the reaction mixture commences to congeal. When the resultant crystalline slurry has cooled to room temperature, it is triturated with hexane and subsequently filtered with suction. The residue is recrystallised from toluene, affording the ti... Yields the product NC1[C@@H]2N(C(=C(CS2)CSC2=NN=NN2CCC(=O)O)C(=O)O)C1=O (7-amino-3-[1-(2-carboxyethyl)-1H-tetrazol-5-yl]thiomethyl-3-cephem-4-carboxylic acid). Reaction SMILES: CC(O[CH2:5][C:6]1[CH2:15][S:14][C@@H:9]2[C@H:10]([NH2:13])[C:11](=[O:12])[N:8]2[C:7]=1[C:16]([OH:18])=[O:17])=O.[C:19]([CH2:22][CH2:23][N:24]1[C:28]([SH:29])=[N:27][N:26]=[N:25]1)([OH:21])=[O:20].B(F)(F)F.CCOCC>C(#N)C>[NH2:13][CH:10]1[C:11](=[O:12])[N:8]2[C:7]([C:16]([OH:18])=[O:17])=[C:6]([CH2:5][S:29][C:28]3[N:24]([CH2:23][CH2:22][C:19]([OH:21])=[O:20])[N:25]=[N:26][N:27]=3)[CH2:15][S:14][C@H:9]12 |f:2.3|. The yield is 80.1%. Reactants: CC(=O)OCC1=C(N2[C@@H]([C@@H](C2=O)N)SC1)C(=O)O (7-aminocephalosporanic acid), C(=O)(O)CCN1N=NN=C1S (1-(2-carboxyethyl)-1H-tetrazole-5-thiol), B(F)(F)F.CCOCC (boron trifluoride etherate). Solvent: C(C)#N (acetonitrile). Reported procedure: 7-aminocephalosporanic acid (38.4 g) and 1-(2-carboxyethyl)-1H-tetrazole-5-thiol (20.0 g) were reacted in the presence of boron trifluoride etherate (80.0 g) and dry acetonitrile (200 ml) to give 7-amino-3-[1-(2-carboxyethyl)-1H-tetrazol-5-yl]thiomethyl-3-cephem-4-carboxylic acid (35.52 g). Starting materials: O=C([O-])[O-], C1CCOC1, O=[N+]([O-])c1ccccc1F, [K+], [K+], NCCN1CCOCC1. Product: O=[N+]([O-])c1ccccc1NCCN1CCOCC1. Reaction SMILES: [C:11](=[O:12])([O-:13])[O-:14].[CH2:26]1[O:27][CH2:28][CH2:29][CH2:30]1.[F:1][c:2]1[c:3]([N+:8](=[O:9])[O-:10])[cH:4][cH:5][cH:6][cH:7]1.[K+:15].[K+:16].[NH2:17][CH2:18][CH2:19][N:20]1[CH2:21][CH2:22][O:23][CH2:24][CH2:25]1>>[c:2]1([NH:17][CH2:18][CH2:19][N:20]2[CH2:21][CH2:22][O:23][CH2:24][CH2:25]2)[c:3]([N+:8](=[O:9])[O-:10])[cH:4][cH:5][cH:6][cH:7]1. The solvent is O1CCOCC1 (1,4-dioxane). Reported procedure: To a solution of N-(7-(4-methyl-1-(tetrahydro-2H-pyran-2-yl)-1H-pyrazol-5-yl)isoquinolin-3-yl)cyclopropanecarboxamide (43 mg, 0.11 mmol) in methanol (3 mL, 70 mmol) was added 4.0 M of hydrogen chloride in 1,4-dioxane (0.30 mL). The reaction mixture was stirred at 40° C. for 1 hour and then evaporated in vacuo. The residue was triturated with 0.5 mL N,N-dimethylformamide, and the resulting light yellow precipitate was collected, rinsed with ethyl acetate, and dried under vacuum to yield 17.3 mg (... Starting materials: CC=1C=NN(C1C1=CC=C2C=C(N=CC2=C1)NC(=O)C1CC1)C1OCCCC1 (N-(7-(4-methyl-1-(tetrahydro-2H-pyran-2-yl)-1H-pyrazol-5-yl)isoquinolin-3-yl)cyclopropanecarboxamide), CO (methanol), Cl (hydrogen chloride). The yield is 46.0%. Run at temperature 40 celsius, time 1 hour. RXN SMILES: [CH3:1][C:2]1[CH:3]=[N:4][N:5](C2CCCCO2)[C:6]=1[C:7]1[CH:16]=[C:15]2[C:10]([CH:11]=[C:12]([NH:17][C:18]([CH:20]3[CH2:22][CH2:21]3)=[O:19])[N:13]=[CH:14]2)=[CH:9][CH:8]=1.CO.[ClH:31]>O1CCOCC1>[ClH:31].[CH3:1][C:2]1[CH:3]=[N:4][NH:5][C:6]=1[C:7]1[CH:16]=[C:15]2[C:10]([CH:11]=[C:12]([NH:17][C:18]([CH:20]3[CH2:22][CH2:21]3)=[O:19])[N:13]=[CH:14]2)=[CH:9][CH:8]=1 |f:4.5|. Yields the product Cl.CC=1C=NNC1C1=CC=C2C=C(N=CC2=C1)NC(=O)C1CC1 (N-(7-(4-methyl-1H-pyrazol-5-yl)isoquinolin-3-yl)cyclopropanecarboxamide hydrochloride). Reactants: CN1C(=CC2=CC(=CC=C12)[N+](=O)[O-])C (1,2-dimethyl-5-nitro-1H-indole), C1CCOC1 (THF). Reagents/catalysts: [Pd] (palladium on carbon). Run in CO (methanol). Run at time 1 hour. Yields the product CN1C(=CC2=CC(=CC=C12)N)C (1,2-dimethyl-1H-indol-5-amine). As a reaction SMILES: [CH3:1][N:2]1[C:10]2[C:5](=[CH:6][C:7]([N+:11]([O-])=O)=[CH:8][CH:9]=2)[CH:4]=[C:3]1[CH3:14].C1COCC1>[Pd].CO>[CH3:1][N:2]1[C:10]2[C:5](=[CH:6][C:7]([NH2:11])=[CH:8][CH:9]=2)[CH:4]=[C:3]1[CH3:14]. Reported procedure: A solution of 1,2-dimethyl-5-nitro-1H-indole (500 mg) in 1:1 THF:methanol (10 mL) was treated with 10% palladium on carbon (100 mg), stirred under hydrogen (1 atm) for 1 hour, filtered through diatomaceous earth (Celite®), and concentrated. The crude product was used without further purification in the next step. Conditions: temperature 50 celsius, time 8 hour. The solvent is CN1C(CCC1)=O (N-methylpyrrolidone). Procedure: A mixture of 0.22 g 1-(4-chlorobenzyl)-3,3-dimethyl-2-hydroxy-2-methylsulphonyloxymethylcyclopentane prepared as described in Example 1 (j), 47 mg 1,2,4-triazole and 0.1 g potassium carbonate in 3 ml N-methylpyrrolidone was warmed at 50° C. for 2 hours. A further 0.1 g potassium carbonate was then added, the temperature was raised to 120° C. and the reaction continued overnight at this temperature. The reaction mixture was then partitioned between diethyl ether and water and the organic solution... Reactants: ClC1=CC=C(CC2C(C(CC2)(C)C)(COS(=O)(=O)C)O)C=C1 (1-(4-chlorobenzyl)-3,3-dimethyl-2-hydroxy-2-methylsulphonyloxymethylcyclopentane), C([O-])([O-])=O.[K+].[K+] (potassium carbonate), C([O-])([O-])=O.[K+].[K+] (potassium carbonate), Example 1 ( j ), N1N=CN=C1 (1,2,4-triazole). Product: ClC1=CC=C(CC2C(C(CC2)(C)C)(CN2N=CN=C2)O)C=C1 (1-(4-chlorobenzyl)-3,3-dimethyl-2-hydroxy-2-(1,2,4-triazol-1-yl)methylcyclopentane). Reaction SMILES: [Cl:1][C:2]1[CH:22]=[CH:21][C:5]([CH2:6][CH:7]2[CH2:11][CH2:10][C:9]([CH3:13])([CH3:12])[C:8]2([OH:20])[CH2:14]OS(C)(=O)=O)=[CH:4][CH:3]=1.[NH:23]1[CH:27]=[N:26][CH:25]=[N:24]1.C(=O)([O-])[O-].[K+].[K+]>CN1CCCC1=O>[Cl:1][C:2]1[CH:22]=[CH:21][C:5]([CH2:6][CH:7]2[CH2:11][CH2:10][C:9]([CH3:13])([CH3:12])[C:8]2([OH:20])[CH2:14][N:23]2[CH:27]=[N:26][CH:25]=[N:24]2)=[CH:4][CH:3]=1 |f:2.3.4|.